From a dataset of the Open Reaction Database (ORD), a public repository of structured organic reaction records. describe an organic reaction: reactants, conditions, products, and yield The reactants are CN1c2ccccc2CNc2ccccc21, CCOCC, CCN(C(C)C)C(C)C, O=C(Cl)c1ccc(C2CCCCC2)cc1, ClCCl. Product: CN1c2ccccc2CN(C(=O)c2ccc(C3CCCCC3)cc2)c2ccccc21. Reaction SMILES: [CH3:1][N:2]1[c:3]2[c:4]([cH:13][cH:14][cH:15][cH:16]2)[NH:5][CH2:6][c:7]2[c:8]1[cH:9][cH:10][cH:11][cH:12]2.[CH3:41][CH2:42][O:43][CH2:44][CH3:45].[CH:17]([N:18]([CH2:19][CH3:20])[CH:21]([CH3:22])[CH3:23])([CH3:24])[CH3:25].[CH:26]1([c:32]2[cH:33][cH:34][c:35]([C:36](=[O:37])[Cl:38])[cH:39][cH:40]2)[CH2:27][CH2:28][CH2:29][CH2:30][CH2:31]1.[Cl:46][CH2:47][Cl:48]>>[CH3:1][N:2]1[c:3]2[c:4]([cH:13][cH:14][cH:15][cH:16]2)[N:5]([C:36]([c:35]2[cH:34][cH:33][c:32]([CH:26]3[CH2:27][CH2:28][CH2:29][CH2:30][CH2:31]3)[cH:40][cH:39]2)=[O:37])[CH2:6][c:7]2[c:8]1[cH:9][cH:10][cH:11][cH:12]2. Procedure: A solution of 4-benzyloxy-3-chloro-benzoic acid methyl ester (CAB02121, 4.15 g, 15.0 mmol) in THF (30 mL) was added slowly with a syringe to a suspension of lithium aluminium hydride (1.0 g, 26.3 mmol) in THF (30 mL). The reaction mixture was stirred for 30 minutes at room temperature and then carefully quenched by addition of 2N sodium hydroxide solution in water. After 20 minutes stirring the colour of the mixture turned from grey to white. The white precipitate was filtered off, the filtrate ... Reactants: COC(C1=CC(=C(C=C1)OCC1=CC=CC=C1)Cl)=O (4-benzyloxy-3-chloro-benzoic acid methyl ester), [H-].[Al+3].[Li+].[H-].[H-].[H-] (lithium aluminium hydride). The product is C(C1=CC=CC=C1)OC1=C(C=C(C=C1)CO)Cl ((4-Benzyloxy-3-chloro-phenyl)-methanol). The solvent is C1CCOC1 (THF), C1CCOC1 (THF). Conditions: time 30 minute. As a reaction SMILES: C[O:2][C:3](=O)[C:4]1[CH:9]=[CH:8][C:7]([O:10][CH2:11][C:12]2[CH:17]=[CH:16][CH:15]=[CH:14][CH:13]=2)=[C:6]([Cl:18])[CH:5]=1.[H-].[Al+3].[Li+].[H-].[H-].[H-]>C1COCC1>[CH2:11]([O:10][C:7]1[CH:8]=[CH:9][C:4]([CH2:3][OH:2])=[CH:5][C:6]=1[Cl:18])[C:12]1[CH:17]=[CH:16][CH:15]=[CH:14][CH:13]=1 |f:1.2.3.4.5.6|. The reactants are COC(=O)[C@H]1CC([C@H](CC1)N1N=C(C=CC1=O)C=1C(=NN2C1C=CC=C2)C2=CC=CC=C2)=O (cis-3-[2-(4-methoxycarbonyl-2-oxocyclohexyl)-3-oxo-2,3-dihydropyridazin-6-yl]-2-phenylpyrazolo[1,5-a]pyridine), [OH-].[Na+] (sodium hydroxide), Cl (hydrochloric acid). Solvent: CO (methanol). Run at temperature 50 celsius. Product: C(=O)(O)[C@H]1CC([C@H](CC1)N1N=C(C=CC1=O)C=1C(=NN2C1C=CC=C2)C2=CC=CC=C2)=O (cis-3-[2-(4-carboxy-2-oxocyclohexyl)-3-oxo-2,3-dihydropyridazin-6-yl]-2-phenylpyrazolo[1,5-a]pyridine). Isolated yield 73.6%. As a reaction SMILES: C[O:2][C:3]([C@@H:5]1[CH2:10][CH2:9][C@H:8]([N:11]2[C:16](=[O:17])[CH:15]=[CH:14][C:13]([C:18]3[C:19]([C:27]4[CH:32]=[CH:31][CH:30]=[CH:29][CH:28]=4)=[N:20][N:21]4[CH:26]=[CH:25][CH:24]=[CH:23][C:22]=34)=[N:12]2)[C:7](=[O:33])[CH2:6]1)=[O:4].[OH-].[Na+].Cl>CO>[C:3]([C@@H:5]1[CH2:10][CH2:9][C@H:8]([N:11]2[C:16](=[O:17])[CH:15]=[CH:14][C:13]([C:18]3[C:19]([C:27]4[CH:28]=[CH:29][CH:30]=[CH:31][CH:32]=4)=[N:20][N:21]4[CH:26]=[CH:25][CH:24]=[CH:23][C:22]=34)=[N:12]2)[C:7](=[O:33])[CH2:6]1)([OH:4])=[O:2] |f:1.2|. Reported procedure: A mixture of cis-3-[2-(4-methoxycarbonyl-2-oxocyclohexyl)-3-oxo-2,3-dihydropyridazin-6-yl]-2-phenylpyrazolo[1,5-a]pyridine (80 mg) and 1N aqueous sodium hydroxide (2 ml) in methanol (4 ml) was heated at 50° C. for 4 hours. The solution was acidified with 1N aqueous hydrochloric acid and the mixture was extracted with ethyl acetate. The organic layer was washed with brine, dried over magnesium sulfate, and evaporated in vacuo. The residue was triturated with diethyl ether to give cis-3-[2-(4-carb... Reactants: ClCC(=O)C1=C2CCC(NC2=C(C=C1)OC)=O (5-chloroacetyl-8-methoxy-3,4-dihydrocarbostyril), C(C)(CC)N (sec-butylamine), C1=CC=CC=C1 (benzene). Reaction conditions: time 6 hour. The product is N1(CCCCC1)CC(=O)C1=C2C=CC(NC2=C(C=C1)O)=O (5-piperidinoacetyl-8-hydroxycarbostyril). RXN SMILES: Cl[CH2:2][C:3]([C:5]1[CH:14]=[CH:13][C:12]([O:15]C)=[C:11]2[C:6]=1[CH2:7][CH2:8][C:9](=[O:17])[NH:10]2)=[O:4].[CH:18]([NH2:22])([CH2:20][CH3:21])C.[CH:23]1C=CC=C[CH:24]=1>>[N:22]1([CH2:2][C:3]([C:5]2[CH:14]=[CH:13][C:12]([OH:15])=[C:11]3[C:6]=2[CH:7]=[CH:8][C:9](=[O:17])[NH:10]3)=[O:4])[CH2:18][CH2:20][CH2:21][CH2:24][CH2:23]1. Procedure: 10 g of 5-chloroacetyl-8-hydroxycarbostyril (IV) was suspended in 50 ml of benzene, and 10 ml of piperidine (III) was added to the suspension followed by allowing the mixture to react while heating under refluxing and stirring for 6 hours. The reaction mixture was filtered to recover the reaction product which was then washed with benzene and then with 50 ml of isopropanol. The resulting insoluble material was dissolved in 150 ml of a 2% aqueous hydrochloric acid. The solution was concentrated t... The reactants are C1(CCCC1)N(CC1=C(C=CC(=C1)C)C)C1=C2N=CN(C2=NC=N1)CCCCC#N (6-[N-Cyclopentyl-N-(2,5-dimethylbenzyl)-amino]-9-(4-cyanobutyl)-purine), [N-]=[N+]=[N-].[Na+] (sodium azide), [Cl-].[NH4+] (ammonium chloride), [N-]=[N+]=[N-].[Na+] (sodium azide), [Cl-].[NH4+] (ammonium chloride). The solvent is CN(C=O)C (dimethylformamide). Run at time 6 hour. Yields the product Cl.C1(CCCC1)N(CC1=C(C=CC(=C1)C)C)C1=C2N=CN(C2=NC=N1)CCCCC1=NN=NN1 (6-[N-Cyclopentyl-N-(2,5-dimethylbenzyl)-amino]-9-[4-(1H-tetrazol-5-yl)-butyl]-purine hydrochloride). Yield: 38.0%. As a reaction SMILES: [CH:1]1([N:6]([C:16]2[N:24]=[CH:23][N:22]=[C:21]3[C:17]=2[N:18]=[CH:19][N:20]3[CH2:25][CH2:26][CH2:27][CH2:28][C:29]#[N:30])[CH2:7][C:8]2[CH:13]=[C:12]([CH3:14])[CH:11]=[CH:10][C:9]=2[CH3:15])[CH2:5][CH2:4][CH2:3][CH2:2]1.[N-:31]=[N+:32]=[N-:33].[Na+].[Cl-:35].[NH4+]>CN(C)C=O>[ClH:35].[CH:1]1([N:6]([C:16]2[N:24]=[CH:23][N:22]=[C:21]3[C:17]=2[N:18]=[CH:19][N:20]3[CH2:25][CH2:26][CH2:27][CH2:28][C:29]2[NH:33][N:32]=[N:31][N:30]=2)[CH2:7][C:8]2[CH:13]=[C:12]([CH3:14])[CH:11]=[CH:10][C:9]=2[CH3:15])[CH2:5][CH2:4][CH2:3][CH2:2]1 |f:1.2,3.4,6.7|. Reported procedure: A mixture of 3.8 g. (9.4 mmole) of the compound of Example 18, 1.9 g. sodium azide, 1.5 g. ammonium chloride and 30 ml. dimethylformamide is heated to 125° C. for 3 days. A further 1.2 g. sodium azide and 1.0 g. ammonium chloride are added thereto, stirring is continued for 6 hours at 125° C., the reaction mixture is cooled and evaporated and the residue is taken up in ethyl acetate, washed with water, extracted with 1N aqueous sodium hydroxide solution and the aqueous phase is acidified with hy... Reactants: NC=1C=C(C=CC1)C1(CCN(CC1)CCCCCC)C (4-(3-aminophenyl)-N-hexyl-4-methylpiperidine), C(CC)S(=O)(=O)Cl (n-propanesulfonyl chloride), N1=CC=CC=C1 (pyridine). Solvent: ClCCl (dichloromethane), ClCCl (dichloromethane), ClCCl (dichloromethane). Conditions: time 20 hour. The product is N (ammonia), C(CCCCC)N1CCC(CC1)(C1=CC(=CC=C1)NS(=O)(=O)CCC)C (N-Hexyl-4-methyl-4-(3-n-propanesulfonylaminophenyl)piperidine). The yield is 161.7%. RXN SMILES: [NH2:1][C:2]1[CH:3]=[C:4]([C:8]2([CH3:20])[CH2:13][CH2:12][N:11]([CH2:14][CH2:15][CH2:16][CH2:17][CH2:18][CH3:19])[CH2:10][CH2:9]2)[CH:5]=[CH:6][CH:7]=1.[CH2:21]([S:24](Cl)(=[O:26])=[O:25])[CH2:22][CH3:23].N1C=CC=CC=1>ClCCl>[NH3:1].[CH2:14]([N:11]1[CH2:12][CH2:13][C:8]([CH3:20])([C:4]2[CH:5]=[CH:6][CH:7]=[C:2]([NH:1][S:24]([CH2:21][CH2:22][CH3:23])(=[O:26])=[O:25])[CH:3]=2)[CH2:9][CH2:10]1)[CH2:15][CH2:16][CH2:17][CH2:18][CH3:19]. Procedure: To 4-(3-aminophenyl)-N-hexyl-4-methylpiperidine (Preparation 56, 72.0 mg, 0.26 mmol) in dichloromethane (1 ml) was added n-propanesulfonyl chloride (75 mg, 0.53 mmol) in dichloromethane (1 ml) and pyridine (42 mg, 0.53 mmol) in dichloromethane (1 ml) at room temperature. The solution was stirred at room temperature for 20 h, then it was concentrated in vacuo to give the crude product. This was purified by silica column chromatography eluting with ethyl acetate:0.880 ammonia (100:1) to give the t...